Task: describe an organic reaction: reactants, conditions, products, and yield. Dataset: the Open Reaction Database (ORD), a public repository of structured organic reaction records Starting materials: O=C(Cl)c1ccccc1, CC(C)CNC(CCCCNC(=O)OCc1ccccc1)C(=O)O, CCN(C(C)C)C(C)C, ClCCl, Cl. Yields the product CC(C)CN(C(=O)c1ccccc1)C(CCCCNC(=O)OCc1ccccc1)C(=O)O. As a reaction SMILES: [C:25]([c:26]1[cH:27][cH:28][cH:29][cH:30][cH:31]1)(=[O:32])[Cl:33].[CH2:1]([CH:2]([CH3:3])[CH3:4])[NH:5][CH:6]([CH2:7][CH2:8][CH2:9][CH2:10][NH:11][C:12](=[O:13])[O:14][CH2:15][c:16]1[cH:17][cH:18][cH:19][cH:20][cH:21]1)[C:22](=[O:23])[OH:24].[CH:34]([N:35]([CH2:36][CH3:37])[CH:38]([CH3:39])[CH3:40])([CH3:41])[CH3:42].[Cl:43][CH2:44][Cl:45].[ClH:46]>>[CH2:1]([CH:2]([CH3:3])[CH3:4])[N:5]([CH:6]([CH2:7][CH2:8][CH2:9][CH2:10][NH:11][C:12](=[O:13])[O:14][CH2:15][c:16]1[cH:17][cH:18][cH:19][cH:20][cH:21]1)[C:22](=[O:23])[OH:24])[C:25]([c:26]1[cH:27][cH:28][cH:29][cH:30][cH:31]1)=[O:32]. Reactants: CC(C)(C)OC(=O)NC(Cc1ccccc1)C1CC(Cc2ccc(Br)cc2)C(=O)O1, CC(C)(C)[Si](C)(C)Cl, Cl, [Na+], C1COCCO1, [OH-], c1c[nH]cn1. Product: CC(C)(C)OC(=O)NC(Cc1ccccc1)C(CC(Cc1ccc(Br)cc1)C(=O)O)O[Si](C)(C)C(C)(C)C. RXN SMILES: [C:1]([CH3:2])([CH3:3])([CH3:4])[O:5][C:6]([NH:7][CH:8]([CH2:9][c:10]1[cH:11][cH:12][cH:13][cH:14][cH:15]1)[CH:16]1[O:17][C:18](=[O:29])[CH:19]([CH2:21][c:22]2[cH:23][cH:24][c:25]([Br:28])[cH:26][cH:27]2)[CH2:20]1)=[O:30].[C:39]([CH3:40])([CH3:41])([CH3:42])[Si:43]([CH3:44])([CH3:45])[Cl:46].[ClH:33].[Na+:32].[O:47]1[CH2:48][CH2:49][O:50][CH2:51][CH2:52]1.[OH-:31].[nH:34]1[cH:35][cH:36][n:37][cH:38]1>>[C:1]([CH3:2])([CH3:3])([CH3:4])[O:5][C:6]([NH:7][CH:8]([CH2:9][c:10]1[cH:11][cH:12][cH:13][cH:14][cH:15]1)[CH:16]([CH2:20][CH:19]([C:18]([OH:17])=[O:29])[CH2:21][c:22]1[cH:23][cH:24][c:25]([Br:28])[cH:26][cH:27]1)[O:31][Si:43]([C:39]([CH3:40])([CH3:41])[CH3:42])([CH3:44])[CH3:45])=[O:30]. As a reaction SMILES: [OH:1][C:2]1[CH:7]=[CH:6][C:5]([C:8](=[O:11])[CH2:9][CH3:10])=[CH:4][CH:3]=1.[Br:12]Br.[CH2:14]([C:21]1[CH:26]=[CH:25][N:24]=[CH:23][CH:22]=1)[C:15]1[CH:20]=[CH:19][CH:18]=[CH:17][CH:16]=1.C(=O)([O-])[O-].[K+].[K+]>CO.O1CCOCC1>[CH3:10][CH:9]([N:24]1[CH2:25][CH2:26][CH:21]([CH2:14][C:15]2[CH:16]=[CH:17][CH:18]=[CH:19][CH:20]=2)[CH2:22][CH2:23]1)[CH:8]([OH:11])[C:5]1[CH:6]=[CH:7][C:2]([OH:1])=[CH:3][CH:4]=1.[BrH:12] |f:3.4.5,8.9|. The yield is 75.0%. Solvent: CO (methanol), O1CCOCC1 (dioxane). Starting materials: C(C1=CC=CC=C1)C1=CC=NC=C1 (4-benzylpyridine), C([O-])([O-])=O.[K+].[K+] (potassium carbonate), OC1=CC=C(C=C1)C(CC)=O (4'-hydroxypropiophenone), BrBr (bromine). Yields the product CC(C(C=1C=CC(=CC1)O)O)N2CCC(CC2)CC=3C=CC=CC3.Br (ifenprodil hydrobromide). Procedure details: To 4 ml of dioxane were added 6.0 g of 4'-hydroxypropiophenone. 6.4 Grams of bromine were added dropwise to the mixture with stirring at room temperature, and the reaction liquid was stirred for an additional 5 minutes. To the reaction liquid were then added 7.5 g of 4-benzylpyridine, 100 ml of methanol and 2.0 g of potassium carbonate, and the mixture was refluxed under heating for 5 hours. The reaction mixture was then treated in the same manner as described in Example 26, whereby 12.2 g (75.0... The reactants are CC#N, [I-], [K+], O=N[O-], COC(=O)c1ccc(N2CCN(C(=O)OC(C)(C)C)CC2)c(N)c1, [Na+], O, O, Cc1ccc(S(=O)(=O)O)cc1. The product is COC(=O)c1ccc(N2CCN(C(=O)OC(C)(C)C)CC2)c(I)c1. As a reaction SMILES: [CH3:43][C:44]#[N:45].[I-:42].[K+:41].[N:37]([O-:38])=[O:39].[NH2:1][c:2]1[c:3]([N:12]2[CH2:13][CH2:14][N:15]([C:18](=[O:19])[O:20][C:21]([CH3:22])([CH3:23])[CH3:24])[CH2:16][CH2:17]2)[cH:4][cH:5][c:6]([C:8](=[O:9])[O:10][CH3:11])[cH:7]1.[Na+:40].[OH2:25].[OH2:46].[c:26]1([CH3:27])[cH:28][cH:29][c:30]([S:31]([OH:32])(=[O:33])=[O:34])[cH:35][cH:36]1>>[c:2]1([I:42])[c:3]([N:12]2[CH2:13][CH2:14][N:15]([C:18](=[O:19])[O:20][C:21]([CH3:22])([CH3:23])[CH3:24])[CH2:16][CH2:17]2)[cH:4][cH:5][c:6]([C:8](=[O:9])[O:10][CH3:11])[cH:7]1.